This data is from the Open Reaction Database (ORD), a public repository of structured organic reaction records. The task is: describe an organic reaction: reactants, conditions, products, and yield Starting materials: O=C1CCC(=O)N1Br, ClC(Cl)Cl, Nc1nc(OC2CCCCC2)nc2c1ncn2C1CCCCO1, O. Product: Nc1nc(OC2CCCCC2)nc2c1nc(Br)n2C1CCCCO1. RXN SMILES: [Br:1][N:2]1[C:3](=[O:4])[CH2:5][CH2:6][C:7]1=[O:8].[CH:33]([Cl:34])([Cl:35])[Cl:36].[CH:9]1([O:15][c:16]2[n:17][c:18]([NH2:31])[c:19]3[n:20][cH:21][n:22]([CH:25]4[O:26][CH2:27][CH2:28][CH2:29][CH2:30]4)[c:23]3[n:24]2)[CH2:10][CH2:11][CH2:12][CH2:13][CH2:14]1.[OH2:32]>>[Br:1][c:21]1[n:20][c:19]2[c:18]([NH2:31])[n:17][c:16]([O:15][CH:9]3[CH2:10][CH2:11][CH2:12][CH2:13][CH2:14]3)[n:24][c:23]2[n:22]1[CH:25]1[O:26][CH2:27][CH2:28][CH2:29][CH2:30]1. Reactants: OC1(CC=C(C=C1)C1=CC=CC=C1)C(=O)O (4-hydroxy-4-biphenylcarboxylic acid), C(C)(=O)OCC (ethyl acetate), Cl (hydrochloric acid). Reported procedure: To a solution of 4-hydroxy-4-biphenylcarboxylic acid (2.14 g) in tetrahydroftiran (25 ml) under an argon atmosphere was added slowly 1M borane-THF complex (50 ml). The resulting mixture was stirred for 18 hours before the addition of ethyl acetate (10 ml) and water (100 ml). The resulting mixture was acidified with 2N hydrochloric acid and stirred for 30 minutes. The aqueous layer was extracted with ethyl acetate (2×100 ml). The organic extracts were combined, dried (MgSO4) and evaporated . Recr... Run in O (water). RXN SMILES: [OH:1][C:2]1([C:14](O)=[O:15])[CH:7]=[CH:6][C:5]([C:8]2[CH:13]=[CH:12][CH:11]=[CH:10][CH:9]=2)=[CH:4][CH2:3]1.C(OCC)(=O)C.Cl>O>[OH:1][C:2]1([CH2:14][OH:15])[CH:3]=[CH:4][C:5]([C:8]2[CH:13]=[CH:12][CH:11]=[CH:10][CH:9]=2)=[CH:6][CH2:7]1. Isolated yield 29.0%. Run at time 30 minute. Product: OC1(CC=C(C=C1)C1=CC=CC=C1)CO (4-hydroxy-4-biphenylmethanol). Reactants: CCCCc1oc2ccccc2c1Cc1ccc(-c2ccc(OCCCc3ccccc3)c(N)c2)cc1, CCN(C(C)C)C(C)C, CCOC(=O)C(=O)Cl, ClCCl, O. Product: CCCCc1oc2ccccc2c1Cc1ccc(-c2ccc(OCCCc3ccccc3)c(NC(=O)C(=O)OCC)c2)cc1. As a reaction SMILES: [CH2:1]([CH2:2][CH2:3][CH3:4])[c:5]1[o:6][c:7]2[c:8]([c:9]1[CH2:10][c:11]1[cH:12][cH:13][c:14](-[c:17]3[cH:18][c:19]([NH2:33])[c:20]([O:23][CH2:24][CH2:25][CH2:26][c:27]4[cH:28][cH:29][cH:30][cH:31][cH:32]4)[cH:21][cH:22]3)[cH:15][cH:16]1)[cH:34][cH:35][cH:36][cH:37]2.[CH:38]([N:39]([CH:40]([CH3:41])[CH3:42])[CH2:43][CH3:44])([CH3:45])[CH3:46].[Cl:47][C:48]([C:49](=[O:50])[O:51][CH2:52][CH3:53])=[O:54].[Cl:55][CH2:56][Cl:57].[OH2:58]>>[CH2:1]([CH2:2][CH2:3][CH3:4])[c:5]1[o:6][c:7]2[c:8]([c:9]1[CH2:10][c:11]1[cH:12][cH:13][c:14](-[c:17]3[cH:18][c:19]([NH:33][C:48]([C:49](=[O:50])[O:51][CH2:52][CH3:53])=[O:54])[c:20]([O:23][CH2:24][CH2:25][CH2:26][c:27]4[cH:28][cH:29][cH:30][cH:31][cH:32]4)[cH:21][cH:22]3)[cH:15][cH:16]1)[cH:34][cH:35][cH:36][cH:37]2.